This data is from the Open Reaction Database (ORD), a public repository of structured organic reaction records. The task is: describe an organic reaction: reactants, conditions, products, and yield Reactants: Cc1c(F)cc(C(=O)O)cc1-n1cc(Br)nc(NC(C)(C)c2ccccc2OCc2ccccc2)c1=O, C1CCOC1, NC1CC1, CC(C)[Mg+], [Cl-], Cl. Product: Cc1c(F)cc(C(=O)NC2CC2)cc1-n1cc(Br)nc(NC(C)(C)c2ccccc2OCc2ccccc2)c1=O. Reaction SMILES: [Br:5][c:6]1[n:7][c:8]([NH:24][C:25]([CH3:26])([c:27]2[c:28]([O:33][CH2:34][c:35]3[cH:36][cH:37][cH:38][cH:39][cH:40]3)[cH:29][cH:30][cH:31][cH:32]2)[CH3:41])[c:9](=[O:23])[n:10](-[c:12]2[cH:13][c:14]([C:15](=[O:16])[OH:17])[cH:18][c:19]([F:22])[c:20]2[CH3:21])[cH:11]1.[CH2:48]1[O:49][CH2:50][CH2:51][CH2:52]1.[CH:1]1([NH2:4])[CH2:2][CH2:3]1.[CH:43]([Mg+:44])([CH3:45])[CH3:46].[Cl-:42].[ClH:47]>>[CH:1]1([NH:4][C:15]([c:14]2[cH:13][c:12](-[n:10]3[c:9](=[O:23])[c:8]([NH:24][C:25]([CH3:26])([c:27]4[c:28]([O:33][CH2:34][c:35]5[cH:36][cH:37][cH:38][cH:39][cH:40]5)[cH:29][cH:30][cH:31][cH:32]4)[CH3:41])[n:7][c:6]([Br:5])[cH:11]3)[c:20]([CH3:21])[c:19]([F:22])[cH:18]2)=[O:16])[CH2:2][CH2:3]1. Reactants: N1(N=NC=C1)CCNC1=NC=C(C(=N1)[C@H](CC1=CC(=CC(=C1)F)F)NC(CN1N=C(C=2C(CCC(C12)(F)F)(F)F)C(F)F)=O)C=1C=CC(=C(C(=O)N)C1)F ((S)-5-(2-((2-(1H-1,2,3-triazol-1-yl)ethyl)amino)-4-(1-(2-(3-(difluoromethyl)-4,4,7,7-tetrafluoro-4,5,6,7-tetrahydro-1H-indazol-1-yl)acetamido)-2-(3,5-difluorophenyl)ethyl)pyrimidin-5-yl)-2-fluorobenzamide), NCCN1C(CCC1)=O (1-(2-aminoethyl)pyrrolidin-2-one), BrC=1C(=NC(=NC1)S(=O)(=O)C)[C@H](CC1=CC(=CC(=C1)F)F)NC(OC(C)(C)C)=O ((S)-tert-butyl (1-(5-bromo-2-(methylsulfonyl)pyrimidin-4-yl)-2-(3,5-difluorophenyl)ethyl)carbamate). The product is FC(C1=NN(C=2C(CCC(C12)(F)F)(F)F)CC(=O)N[C@@H](CC1=CC(=CC(=C1)F)F)C1=NC(=NC=C1C=1C=CC(=C(C(=O)N)C1)F)NCCN1C(CCC1)=O)F ((S)-5-(4-(1-(2-(3-(difluoromethyl)-4,4,7,7-tetrafluoro-4,5,6,7-tetrahydro-1H-indazol-1-yl)acetamido)-2-(3,5-difluorophenyl)ethyl)-2-((2-(2-oxopyrrolidin-1-yl)ethyl)amino)pyrimidin-5-yl)-2-fluorobenzamide). Reaction SMILES: N1(CCN[C:9]2[N:14]=[C:13]([C@@H:15]([NH:25][C:26](=[O:44])[CH2:27][N:28]3[C:36]4[C:35]([F:38])([F:37])[CH2:34][CH2:33][C:32]([F:40])([F:39])[C:31]=4[C:30]([CH:41]([F:43])[F:42])=[N:29]3)[CH2:16][C:17]3[CH:22]=[C:21]([F:23])[CH:20]=[C:19]([F:24])[CH:18]=3)[C:12]([C:45]3[CH:46]=[CH:47][C:48]([F:54])=[C:49]([CH:53]=3)[C:50]([NH2:52])=[O:51])=[CH:11][N:10]=2)C=CN=N1.[NH2:55][CH2:56][CH2:57][N:58]1[CH2:62][CH2:61][CH2:60][C:59]1=[O:63].BrC1C([C@@H](NC(=O)OC(C)(C)C)CC2C=C(F)C=C(F)C=2)=NC(S(C)(=O)=O)=NC=1>>[F:43][CH:41]([F:42])[C:30]1[C:31]2[C:32]([F:39])([F:40])[CH2:33][CH2:34][C:35]([F:37])([F:38])[C:36]=2[N:28]([CH2:27][C:26]([NH:25][C@H:15]([C:13]2[C:12]([C:45]3[CH:46]=[CH:47][C:48]([F:54])=[C:49]([CH:53]=3)[C:50]([NH2:52])=[O:51])=[CH:11][N:10]=[C:9]([NH:55][CH2:56][CH2:57][N:58]3[CH2:62][CH2:61][CH2:60][C:59]3=[O:63])[N:14]=2)[CH2:16][C:17]2[CH:22]=[C:21]([F:23])[CH:20]=[C:19]([F:24])[CH:18]=2)=[O:44])[N:29]=1. Procedure details: The title compound (24) was prepared according to the method presented for the synthesis of compound 23F of Example 23 starting with 1-(2-aminoethyl)pyrrolidin-2-one and 23B. MS (m/z) 1H NMR (400 MHz, CD3OD) δ 8.84 (m, 1H), 8.07 (s, 1H), 7.50-7.27 (m, 2H), 7.24-7.11 (m, 1H), 6.97-6.61 (m, 2H), 6.45 (d, J=6.2 Hz, 2H), 5.27 (m, 1H), 5.10 (s, 2H), 3.57 (m, 6H), 3.18-2.87 (m, 2H), 2.51 (m, 4H), 2.41-2.28 (m, 2H), 2.12-1.89 (m, 2H). 783.12 [M+H]+. Yields the product [N-]=[N+]=NCCOCCOCCOCCOCCOCCN. Reactants: Cl, [N-]=[N+]=NCCOCCOCCOCCOCCOCCN=[N+]=[N-], c1ccc(P(c2ccccc2)c2ccccc2)cc1. As a reaction SMILES: [ClH:43].[N:1](=[N+:2]=[N-:3])[CH2:4][CH2:5][O:6][CH2:7][CH2:8][O:9][CH2:10][CH2:11][O:12][CH2:13][CH2:14][O:15][CH2:16][CH2:17][O:18][CH2:19][CH2:20][N:21]=[N+:22]=[N-:23].[c:24]1([P:25]([c:26]2[cH:27][cH:28][cH:29][cH:30][cH:31]2)[c:32]2[cH:33][cH:34][cH:35][cH:36][cH:37]2)[cH:38][cH:39][cH:40][cH:41][cH:42]1>>[N:1](=[N+:2]=[N-:3])[CH2:4][CH2:5][O:6][CH2:7][CH2:8][O:9][CH2:10][CH2:11][O:12][CH2:13][CH2:14][O:15][CH2:16][CH2:17][O:18][CH2:19][CH2:20][NH2:21]. Reactants: Cl (HCl), CN(C=1SC=C(N1)C1=CC=C(C=C1)[N+](=O)[O-])C (N,N-dimethyl-4-(4-nitrophenyl)-2-thiazolamine). Reagents/catalysts: [Fe] (Iron). The solvent is CCO (EtOH). Yields the product CN(C=1SC=C(N1)C1=CC=C(C=C1)N)C (N,N-dimethyl-4-(4-aminophenyl)-2-thiazolamine). Isolated yield 87.0%. As a reaction SMILES: Cl.[CH3:2][N:3]([CH3:18])[C:4]1[S:5][CH:6]=[C:7]([C:9]2[CH:14]=[CH:13][C:12]([N+:15]([O-])=O)=[CH:11][CH:10]=2)[N:8]=1>CCO.[Fe]>[CH3:2][N:3]([CH3:18])[C:4]1[S:5][CH:6]=[C:7]([C:9]2[CH:14]=[CH:13][C:12]([NH2:15])=[CH:11][CH:10]=2)[N:8]=1. Procedure details: Iron powder (6.51 g, 116.7 mmol) and 1N aqueous HCl (2.3 mL) were added to a solution of N,N-dimethyl-4-(4-nitrophenyl)-2-thiazolamine of section a) (2.91 g, 11.7 mmol) in EtOH (39 mL) at room temperature. The mixture was stirred and heated at reflux for 3 h. The hot reaction mixture was filtered through diatomaceous earth. The solid on the filter was washed with hot EtOH (200 mL). The filtrate was diluted with EtOAc and Et2O (1:1, 100 mL) and then concentrated to about 25% of its original volum... Reactants: [H-].[Al+3].[Li+].[H-].[H-].[H-] (lithium aluminum hydride), [Cl-].[Al+3].[Cl-].[Cl-] (aluminum chloride), [H-].[Al+3].[H-].[H-] (aluminum hydride), C(=O)(OCC)C1=C(N=C(N1C)SCC1=CC=C(C=C1)OC)C (5-Carbethoxy-1,4-dimethyl-2-(4-methoxybenzylthio)imidazole), [OH-].[Na+] (sodium hydroxide), [H-].[Al+3].[H-].[H-] (aluminum hydride). Run in CCOCC (ether), CCOCC (ether), CCOCC (ether), O (water), CCOCC (ether). Run at temperature 0 celsius, time 1 hour. Product: CN1C(=NC(=C1CO)C)SCC1=CC=C(C=C1)OC (1,4-dimethyl-5-hydroxymethyl-2-(4-methoxybenzylthio)imidazole). As a reaction SMILES: [C:1]([C:6]1[N:10]([CH3:11])[C:9]([S:12][CH2:13][C:14]2[CH:19]=[CH:18][C:17]([O:20][CH3:21])=[CH:16][CH:15]=2)=[N:8][C:7]=1[CH3:22])(OCC)=[O:2].[H-].[Al+3].[H-].[H-].[H-].[Al+3].[Li+].[H-].[H-].[H-].[Cl-].[Al+3].[Cl-].[Cl-].[OH-].[Na+]>CCOCC.O>[CH3:11][N:10]1[C:6]([CH2:1][OH:2])=[C:7]([CH3:22])[N:8]=[C:9]1[S:12][CH2:13][C:14]1[CH:15]=[CH:16][C:17]([O:20][CH3:21])=[CH:18][CH:19]=1 |f:1.2.3.4,5.6.7.8.9.10,11.12.13.14,15.16|. Procedure: 5-Carbethoxy-1,4-dimethyl-2-(4-methoxybenzylthio)imidazole (31 g, 0.1 mole) dissolved in ether (250 ml) was added dropwise to a solution of aluminum hydride in ether stirred at 0° C. [the aluminum hydride in ether was prepared by adding lithium aluminum hydride (7.4 g, 0.19 mole) in portions to a solution of aluminum chloride (8.6 g, 0.065 mole) stirred in ether (200 ml) at 0° C⟧ The mixture was stirred at 0° C. for 1 hour, treated with water and 10% aqueous sodium hydroxide, filtered and concen...